Dataset: the Open Reaction Database (ORD), a public repository of structured organic reaction records. Task: describe an organic reaction: reactants, conditions, products, and yield The reactants are C(O[C@@H]1CC2=C(C=3C=NNC3C(=C2)Cl)CN(C1=O)CC(F)(F)F)(OC1=CC=C(C=C1)[N+](=O)[O-])=O ((R)-4-chloro-8-oxo-9-(2,2,2-trifluoroethyl)-3,6,7,8,9,10-hexahydroazepino [3,4-e]indazol-7-yl 4-nitrophenyl carbonate), N1CCC(CC1)N1C(NC2=C(CC1)C=CC=C2)=O (3-(piperidin-4-yl)-4,5-dihydro-1H-benzo[d][1,3]diazepin-2(3H)-one). Solvent: ClCCl (dichloromethane). Conditions: time 2 hour. The product is O=C1N(CCC2=C(N1)C=CC=C2)C2CCN(CC2)C(=O)O[C@@H]2CC1=C(C=3C=NNC3C(=C1)Cl)CN(C2=O)CC(F)(F)F ((R)-4-chloro-8-oxo-9-(2,2,2-trifluoroethyl)-3,6,7,8,9,10-hexahydroazepino [3,4-e]indazol-7-yl 4-(2-oxo-4,5-dihydro-1H-benzo[d][1,3]diazepin-3 (2H)-yl)piperidine-1-carboxylate). The yield is 40.0%. As a reaction SMILES: [C:1](=[O:34])(OC1C=CC([N+]([O-])=O)=CC=1)[O:2][C@H:3]1[C:17](=[O:18])[N:16]([CH2:19][C:20]([F:23])([F:22])[F:21])[CH2:15][C:6]2[C:7]3[CH:8]=[N:9][NH:10][C:11]=3[C:12]([Cl:14])=[CH:13][C:5]=2[CH2:4]1.[NH:35]1[CH2:40][CH2:39][CH:38]([N:41]2[CH2:47][CH2:46][C:45]3[CH:48]=[CH:49][CH:50]=[CH:51][C:44]=3[NH:43][C:42]2=[O:52])[CH2:37][CH2:36]1>ClCCl>[O:52]=[C:42]1[NH:43][C:44]2[CH:51]=[CH:50][CH:49]=[CH:48][C:45]=2[CH2:46][CH2:47][N:41]1[CH:38]1[CH2:39][CH2:40][N:35]([C:1]([O:2][C@H:3]2[C:17](=[O:18])[N:16]([CH2:19][C:20]([F:23])([F:22])[F:21])[CH2:15][C:6]3[C:7]4[CH:8]=[N:9][NH:10][C:11]=4[C:12]([Cl:14])=[CH:13][C:5]=3[CH2:4]2)=[O:34])[CH2:36][CH2:37]1. Reported procedure: (R)-4-chloro-8-oxo-9-(2,2,2-trifluoroethyl)-3,6,7,8,9,10-hexahydroazepino [3,4-e]indazol-7-yl 4-nitrophenyl carbonate (60 mg, 0.120 mmol) in dichloromethane (15 mL) was added 3-(piperidin-4-yl)-4,5-dihydro-1H-benzo[d][1,3]diazepin-2(3H)-one (32.5 mg, 0.132 mmol). The reaction mixture was stirred for 2 h. LC-MS analysis suggested formation of product (Rf=2.473, 605.22 (M+H)). The reaction mixture was washed with aqueous NaHCO3 followed by 1.0 M HCl. THe crude product was purified by flash chromat... Reactants: COc1ccc2c(c1[N+](=O)[O-])CN(C(=O)C(F)(F)F)CC(=O)N2, CO, N. Yields the product COc1ccc2c(c1[N+](=O)[O-])CNCC(=O)N2. Reaction SMILES: [CH3:1][O:2][c:3]1[c:4]([N+:21](=[O:22])[O-:23])[c:5]2[c:6]([cH:19][cH:20]1)[NH:7][C:8](=[O:18])[CH2:9][N:10]([C:12](=[O:13])[C:14]([F:15])([F:16])[F:17])[CH2:11]2.[CH3:25][OH:26].[NH3:24]>>[CH3:1][O:2][c:3]1[c:4]([N+:21](=[O:22])[O-:23])[c:5]2[c:6]([cH:19][cH:20]1)[NH:7][C:8](=[O:18])[CH2:9][NH:10][CH2:11]2. Reactants: C(=O)(OC)C1=C2C=3C(CCCC3NC2=CC=C1)=O (5-carbomethoxy-1,2-dihydro-9H-carbazol-4(3H)-one), BrCC1=CC(=CC=C1)C (a-bromo-m-xylene), C([O-])([O-])=O.[K+].[K+] (potassium carbonate). The solvent is CN(C)C=O (DMF), C(C)(=O)OCC (ethyl acetate). Reaction conditions: time 16 hour. Product: CC=1C=C(C=CC1)CN1C2=CC=CC(=C2C=2C(CCCC12)=O)C(=O)OC (9-[(3-methylphenyl)methyl]-5-carbomethoxy-1,2-dihydrocarbazol-4(3H)-one). Isolated yield 95.0%. As a reaction SMILES: [C:1]([C:5]1[CH:17]=[CH:16][CH:15]=[C:14]2[C:6]=1[C:7]1[C:8](=[O:18])[CH2:9][CH2:10][CH2:11][C:12]=1[NH:13]2)([O:3][CH3:4])=[O:2].Br[CH2:20][C:21]1[CH:26]=[CH:25][CH:24]=[C:23]([CH3:27])[CH:22]=1.C(=O)([O-])[O-].[K+].[K+]>CN(C=O)C.C(OCC)(=O)C>[CH3:20][C:21]1[CH:22]=[C:23]([CH2:27][N:13]2[C:12]3[CH2:11][CH2:10][CH2:9][C:8](=[O:18])[C:7]=3[C:6]3[C:14]2=[CH:15][CH:16]=[CH:17][C:5]=3[C:1]([O:3][CH3:4])=[O:2])[CH:24]=[CH:25][CH:26]=1 |f:2.3.4|. Procedure details: A suspension of 5-carbomethoxy-1,2-dihydro-9H-carbazol-4(3H)-one (870 mg, 3.58 mM), a-bromo-m-xylene (662 mg, 3.58 mM), and potassium carbonate (500 mg, 3.61 mM) in 20 mL DMF was stirred at room temperature for 16 hours. The mixture was diluted with ethyl acetate, washed with H2O and saturated brine, dried over anhydrous magnesium sulfate, filtered, concentrated to afford 1.18 g (95%) of the 9-[(3-methylphenyl)methyl]-5-carbomethoxy-1,2-dihydrocarbazol-4(3H)-one as a dark oil. 1H NMR (DMSO-d6) δ... Starting materials: COC(C1=CC=C(C=C1)C(CCCCCC)C=O)=O (4-(1-Formyl-heptyl)-benzoic acid methyl ester), [BH4-].[Na+] (Sodium borohydride). The solvent is C(C)O (ethanol). Reaction conditions: temperature 0 celsius. Product: COC(C1=CC=C(C=C1)C(CCCCCC)CO)=O (4-(1-Hydroxymethyl-heptyl)-benzoic acid methyl ester). RXN SMILES: [CH3:1][O:2][C:3](=[O:19])[C:4]1[CH:9]=[CH:8][C:7]([CH:10]([CH:17]=[O:18])[CH2:11][CH2:12][CH2:13][CH2:14][CH2:15][CH3:16])=[CH:6][CH:5]=1.[BH4-].[Na+]>C(O)C>[CH3:1][O:2][C:3](=[O:19])[C:4]1[CH:9]=[CH:8][C:7]([CH:10]([CH2:17][OH:18])[CH2:11][CH2:12][CH2:13][CH2:14][CH2:15][CH3:16])=[CH:6][CH:5]=1 |f:1.2|. Procedure details: 4-(1-Formyl-heptyl)-benzoic acid methyl ester (3.17 g, 12.1 mmol) is dissolved in ethanol (50 mL) and allowed to stir under nitrogen in an ice bath at 0° C. Sodium borohydride (0.457 g, 12.1 mmol) is added to the mixture in one portion. The reaction is allowed to stir at 0° C. for one hour, then warmed slowly to room temperature for several hours and is monitored by TLC. Upon complete consumption of starting material, the reaction is carefully quenched with water and the ethanol is removed in va... The reactants are O=C1OC(=NS1)C(=O)OCC (ethyl 2-oxo-1,3,4-oxathiazole-5-carboxylate), C(C1=CC=CC=C1)#N (benzonitrile), 1,2-dichrlotobenzene. The product is C1(=CC=CC=C1)C1=NC(=NS1)C(=O)OCC (Ethyl 5-phenyl-1,2,4-thiadiazole-3-carboxylate). The yield is 3.0%. Reaction SMILES: O=C1[S:6][N:5]=[C:4]([C:7]([O:9][CH2:10][CH3:11])=[O:8])O1.[C:12](#[N:19])[C:13]1[CH:18]=[CH:17][CH:16]=[CH:15][CH:14]=1>>[C:13]1([C:12]2[S:6][N:5]=[C:4]([C:7]([O:9][CH2:10][CH3:11])=[O:8])[N:19]=2)[CH:18]=[CH:17][CH:16]=[CH:15][CH:14]=1. Procedure: A mixture of ethyl 2-oxo-1,3,4-oxathiazole-5-carboxylate (U.S. Publication No. 2005/0096362) (1.5 g, 8.56 mmol) and benzonitrile (4.37 ml, 42.8 mmol) in 1,2-dichrlotobenzene (15.42 ml, 137 mmol) was heated to 160° C. for 4 days. The reaction was then cooled down to RT and the solvent was evaporated by heated the reaction at 75° C. at maximum vacuum. The residue was purified on silica gel chromatography (100% CH2Cl2 to 3% EtOAc in CH2Cl2) to provide the title material (0.064 g, 3%). LC (Method B)...